Task: describe an organic reaction: reactants, conditions, products, and yield. Dataset: the Open Reaction Database (ORD), a public repository of structured organic reaction records Starting materials: [Li]CCCC, CCOC(C)=O, COc1ccc2c(c1)CCCC2=O, CNC(C)C, Cl, C1CCOC1. Yields the product CCOC(=O)CC1(O)CCCc2cc(OC)ccc21. As a reaction SMILES: [CH2:6]([Li:7])[CH2:8][CH2:9][CH3:10].[CH3:11][CH2:12][O:13][C:14]([CH3:15])=[O:16].[CH3:17][O:18][c:19]1[cH:20][c:21]2[c:26]([cH:27][cH:28]1)[C:25](=[O:29])[CH2:24][CH2:23][CH2:22]2.[CH:1]([NH:2][CH3:3])([CH3:4])[CH3:5].[ClH:30].[O:31]1[CH2:32][CH2:33][CH2:34][CH2:35]1>>[CH3:11][CH2:12][O:13][C:14]([CH2:15][C:25]1([OH:29])[CH2:24][CH2:23][CH2:22][c:21]2[cH:20][c:19]([O:18][CH3:17])[cH:28][cH:27][c:26]21)=[O:16].